From a dataset of the Open Reaction Database (ORD), a public repository of structured organic reaction records. describe an organic reaction: reactants, conditions, products, and yield Reactants: C(C)(=O)OCC (Ethyl acetate), [H-].[Al+3].[Li+].[H-].[H-].[H-] (Lithium aluminum hydride), CN1N=CC2=CC(=CC=C12)C(=O)OCC (ethyl 1-methyl-1H-indazole-5-carboxylate). The reagents and catalysts are C([O-])(O)=O.[Na+] (sodium bicarbonate), C([O-])(O)=O.[Na+] (sodium bicarbonate). The solvent is O1CCCC1 (tetrahydrofuran), O1CCCC1 (tetrahydrofuran). Conditions: time 30 minute. Yields the product CN1N=CC2=CC(=CC=C12)CO ((1-Methyl-1H-indazol-5-yl)methanol). Isolated yield 66.1%. As a reaction SMILES: [H-].[Al+3].[Li+].[H-].[H-].[H-].[CH3:7][N:8]1[C:16]2[C:11](=[CH:12][C:13]([C:17](OCC)=[O:18])=[CH:14][CH:15]=2)[CH:10]=[N:9]1.C(OCC)(=O)C>O1CCCC1.C(=O)(O)[O-].[Na+]>[CH3:7][N:8]1[C:16]2[C:11](=[CH:12][C:13]([CH2:17][OH:18])=[CH:14][CH:15]=2)[CH:10]=[N:9]1 |f:0.1.2.3.4.5,9.10|. Procedure: Lithium aluminum hydride (300 mg, 7.83 mmol) was suspended in tetrahydrofuran (20 ml); and under an ice cooling, a solution (10 ml) of ethyl 1-methyl-1H-indazole-5-carboxylate (800 mg, 3.92 mmol) prepared in the Step 4-1-3-A in tetrahydrofuran was slowly added thereto. After the mixture was stirred under an ice cooling for 30 minutes, 5 drops of a saturated sodium bicarbonate solution were slowly added to the mixture. Ethyl acetate was added to the mixture, and 5 drops of a saturated sodium bica... Reactants: CC(C)(C)N(C([O-])=O)[C@@H]1C[C@@H](N(C2=CC=C(C=C12)C#C[Si](C(C)C)(C(C)C)C(C)C)C(C)=O)C (1,1-dimethylethyl((2S,4R)-1-acetyl-2-methyl-6-{[tris(1-methylethyl)silyl]ethynyl}-1,2,3,4-tetrahydro-4-quinolinyl)carbamate), Intermediate 107, Cl (HCl). Run at time 7 hour. As a reaction SMILES: CC([N:5]([C@H:9]1[C:18]2[C:13](=[CH:14][CH:15]=[C:16]([C:19]#[C:20][Si:21]([CH:28]([CH3:30])[CH3:29])([CH:25]([CH3:27])[CH3:26])[CH:22]([CH3:24])[CH3:23])[CH:17]=2)[N:12]([C:31](=[O:33])[CH3:32])[C@@H:11]([CH3:34])[CH2:10]1)C(=O)[O-])(C)C.[ClH:35]>O1CCOCC1>[ClH:35].[C:31]([N:12]1[C:13]2[C:18](=[CH:17][C:16]([C:19]#[C:20][Si:21]([CH:22]([CH3:24])[CH3:23])([CH:28]([CH3:30])[CH3:29])[CH:25]([CH3:27])[CH3:26])=[CH:15][CH:14]=2)[C@H:9]([NH2:5])[CH2:10][C@@H:11]1[CH3:34])(=[O:33])[CH3:32] |f:3.4|. Product: Cl.C(C)(=O)N1[C@H](C[C@H](C2=CC(=CC=C12)C#C[Si](C(C)C)(C(C)C)C(C)C)N)C ((2S,4R)-1-acetyl-2-methyl-6-{[tris(1-methylethyl)silyl]ethynyl}-1,2,3,4-tetrahydro-4-quinolinamine hydrochloride). Procedure details: A solution of 1,1-dimethylethyl((2S,4R)-1-acetyl-2-methyl-6-{[tris(1-methylethyl)silyl]ethynyl}-1,2,3,4-tetrahydro-4-quinolinyl)carbamate (for a preparation see Intermediate 107) (1.96 g, 4.04 mmol) in 1,4-dioxane (10 mL) at room temperature was treated with HCl (4N in dioxane, 20 mL, 80 mmol) and the resulting mixture was stirred at this temperature for 7 h then the solvent was removed in vacuo. The residue was triturated with Et2O then filtered off and dried under house vacuum to give (2S,4R)-... Yield: 75.0%. Run in O1CCOCC1 (1,4-dioxane). Starting materials: [NH4+].[Cl-] (NH4Cl), CCOC(=O)C (EtOAc), C12COCC2O1 (3,6-dioxabicyclo[3.1.0]hexane), C(C1=CC=CC=C1)N (benzylamine). Reagents/catalysts: CC(C)O[Ti](OC(C)C)(OC(C)C)OC(C)C (Ti(OiPr)4). Reaction conditions: time 10 minute. The product is C(C1=CC=CC=C1)N[C@H]1[C@@H](COC1)O (trans-4-(benzylamino) tetrahydrofuran-3-ol). RXN SMILES: [CH:1]12[O:6][CH:5]1[CH2:4][O:3][CH2:2]2.[NH4+].[Cl-].CCOC(C)=O.[CH2:15]([NH2:22])[C:16]1[CH:21]=[CH:20][CH:19]=[CH:18][CH:17]=1>CC(O[Ti](OC(C)C)(OC(C)C)OC(C)C)C>[CH2:15]([NH:22][C@@H:5]1[CH2:4][O:3][CH2:2][C@H:1]1[OH:6])[C:16]1[CH:21]=[CH:20][CH:19]=[CH:18][CH:17]=1 |f:1.2|. Procedure: Ti(OiPr)4 (1.0 mL, 3.48 mmol) was added to a solution of 3,6-dioxabicyclo[3.1.0]hexane (1.5 g, 17.4 mmol) in benzylamine (2.0 mL). The mixture was irradiated in a microwave reactor at 130° C. for 2 hours. It was cooled to room temperature, and 50 mL of saturated aqueous NH4Cl solution and 20 mL of EtOAc were added to the reaction. The mixture was stirred for 10 minutes. The resulting gummy precipitate was filtered over a celite bed, and the filtrate was extracted using EtOAc (100 mL). The organi... The reactants are CCOCC12Cc3cnn(-c4ccc(F)cc4)c3C=C1CCN(C(=O)OC(C)(C)C)C2, O=S(=O)(Cl)c1ccc(Cl)nc1. Product: CCOCC12Cc3cnn(-c4ccc(F)cc4)c3C=C1CCN(S(=O)(=O)c1ccc(Cl)nc1)C2. Reaction SMILES: [C:1]([O:2][C:3](=[O:4])[N:8]1[CH2:9][C:10]2([CH2:28][O:29][CH2:30][CH3:31])[CH2:11][c:12]3[c:13]([n:18](-[c:21]4[cH:22][cH:23][c:24]([F:27])[cH:25][cH:26]4)[n:19][cH:20]3)[CH:14]=[C:15]2[CH2:16][CH2:17]1)([CH3:5])([CH3:6])[CH3:7].[Cl:32][c:33]1[cH:34][cH:35][c:36]([S:39](=[O:40])(=[O:41])[Cl:42])[cH:37][n:38]1>>[N:8]1([S:39]([c:36]2[cH:35][cH:34][c:33]([Cl:32])[n:38][cH:37]2)(=[O:40])=[O:41])[CH2:9][C:10]2([CH2:28][O:29][CH2:30][CH3:31])[CH2:11][c:12]3[c:13]([n:18](-[c:21]4[cH:22][cH:23][c:24]([F:27])[cH:25][cH:26]4)[n:19][cH:20]3)[CH:14]=[C:15]2[CH2:16][CH2:17]1. The reactants are O=P12OP3(=O)OP(=O)(O1)OP(=O)(O2)O3 (diphosphorus pentaoxide), OC(COC1=CC=C(C=C1)OC)[C@H]1N(CCC1)C(=O)[C@H]1N(CCC1)C(=O)NCC1=CC=CC=C1 ((S)-2-[[(S)-2-[1-Hydroxy-2-(p-methoxyphenoxy)ethyl]-1-pyrrolidinyl]carbonyl]-N-(phenylmethyl)-1-pyrrolidinecarboxamide), aqueous solution, Cl (hydrochloric acid). Run in C(Cl)Cl (methylene chloride), CS(=O)C (DMSO). Conditions: temperature -18 celsius, time 90 minute. Product: COC1=CC=C(OCC(=O)[C@H]2N(CCC2)C(=O)[C@H]2N(CCC2)C(=O)NCC2=CC=CC=C2)C=C1 ((S)-2-[[(S)-2-[(p-Methoxyphenoxy)acetyl]-1-pyrrolidinyl]carbonyl]-N-(phenylmethyl)-1-pyrrolidinecarboxamide). Yield: 76.9%. Reaction SMILES: [OH:1][CH:2]([C@@H:13]1[CH2:17][CH2:16][CH2:15][N:14]1[C:18]([C@@H:20]1[CH2:24][CH2:23][CH2:22][N:21]1[C:25]([NH:27][CH2:28][C:29]1[CH:34]=[CH:33][CH:32]=[CH:31][CH:30]=1)=[O:26])=[O:19])[CH2:3][O:4][C:5]1[CH:10]=[CH:9][C:8]([O:11][CH3:12])=[CH:7][CH:6]=1.O=P12OP3(OP(OP(O3)(O1)=O)(=O)O2)=O.Cl>C(Cl)Cl.CS(C)=O>[CH3:12][O:11][C:8]1[CH:7]=[CH:6][C:5]([O:4][CH2:3][C:2]([C@@H:13]2[CH2:17][CH2:16][CH2:15][N:14]2[C:18]([C@@H:20]2[CH2:24][CH2:23][CH2:22][N:21]2[C:25]([NH:27][CH2:28][C:29]2[CH:34]=[CH:33][CH:32]=[CH:31][CH:30]=2)=[O:26])=[O:19])=[O:1])=[CH:10][CH:9]=1. Procedure: (S)-2-[[(S)-2-[1-Hydroxy-2-(p-methoxyphenoxy)ethyl]-1-pyrrolidinyl]carbonyl]-N-(phenylmethyl)-1-pyrrolidinecarboxamide (5.00 g) was dissolved in methylene chloride (40 ml) and DMSO (20 ml). The mixture was cooled to -18° C. and added with diphosphorus pentaoxide (6.09 g). After stirring for 90 minutes, the reaction mixture was poured into 1.5N aqueous solution of hydrochloric acid and extracted with methylene chloride. The extract was washed with a saturated aqueous solution of sodium bicarbonat... Reactants: C(C)(C)OC(C)C (diisopropyl ether), N1CCCCC1 (piperidine), ClC1=CC=C2C=CC(=NC2=N1)N1C(C2=NC=CN=C2C1OC(=O)OC1=CC=CC=C1)=O (6-(7-chloro-1,8-naphthyridin-2-yl)-7-oxo-5-phenoxycarbonyloxy-6,7-dihydro-5H-pyrrolo[3,4-b]pyrazine). Reaction SMILES: [NH:1]1[CH2:6][CH2:5][CH2:4][CH2:3][CH2:2]1.[Cl:7][C:8]1[N:17]=[C:16]2[C:11]([CH:12]=[CH:13][C:14]([N:18]3[CH:26]([O:27]C(OC4C=CC=CC=4)=O)[C:25]4[C:20](=[N:21][CH:22]=[CH:23][N:24]=4)[C:19]3=[O:37])=[N:15]2)=[CH:10][CH:9]=1.[CH:38]([O:41]C(C)C)(C)C>CN(C)C=O>[Cl:7][C:8]1[N:17]=[C:16]2[C:11]([CH:12]=[CH:13][C:14]([N:18]3[CH:26]([O:27][C:38]([N:1]4[CH2:6][CH2:5][CH2:4][CH2:3][CH2:2]4)=[O:41])[C:25]4[C:20](=[N:21][CH:22]=[CH:23][N:24]=4)[C:19]3=[O:37])=[N:15]2)=[CH:10][CH:9]=1. Procedure: A solution of piperidine (3.06 g.) in anhydrous dimethylformamide (5 cc.) is added to a suspension of 6-(7-chloro-1,8-naphthyridin-2-yl)-7-oxo-5-phenoxycarbonyloxy-6,7-dihydro-5H-pyrrolo[3,4-b]pyrazine (5.2 g.) in anhydrous dimethylformamide (21 cc.). The reaction mixture is stirred for 15 minutes at a temperature of about 25° C., after which diisopropyl ether (75 cc.) is added. The insoluble product is filtered off, washed with diisopropyl ether (4 × 10 cc.) and then treated with methylene chlo... Solvent: CN(C=O)C (dimethylformamide), CN(C=O)C (dimethylformamide). Conditions: temperature 25 celsius, time 15 minute. Product: ClC1=CC=C2C=CC(=NC2=N1)N1C(C2=NC=CN=C2C1OC(=O)N1CCCCC1)=O (6-(7-chloro-1,8-naphthyridin-2-yl)-7-oxo-5-piperidinocarbonyloxy-6,7-dihydro-5H-pyrrolo[3,4-b]pyrazine). Reactants: CC1CC(=O)OC(=O)C1, O=C(CN1CCNCC1)N1CCCC1, C1COCCO1. The product is CC(CC(=O)O)CC(=O)N1CCN(CC(=O)N2CCCC2)CC1. Reaction SMILES: [CH3:1][CH:2]1[CH2:3][C:4](=[O:5])[O:6][C:7](=[O:9])[CH2:8]1.[N:10]1([C:15](=[O:16])[CH2:17][N:18]2[CH2:19][CH2:20][NH:21][CH2:22][CH2:23]2)[CH2:11][CH2:12][CH2:13][CH2:14]1.[O:24]1[CH2:25][CH2:26][O:27][CH2:28][CH2:29]1>>[CH3:1][CH:2]([CH2:3][C:4](=[O:5])[N:21]1[CH2:20][CH2:19][N:18]([CH2:17][C:15]([N:10]2[CH2:11][CH2:12][CH2:13][CH2:14]2)=[O:16])[CH2:23][CH2:22]1)[CH2:8][C:7]([OH:6])=[O:9]. The reactants are FC1=CC=C(C=C1)NC(=O)C=1C=NC(=NC1)SC (2-methylsulfanylpyrimidine-5-carboxylic acid (4-fluorophenyl)amide), C1=CC(=CC(=C1)Cl)C(=O)OO (m-CPBA). Solvent: ClCCl.CCCCCC (dichloromethane hexane), ClCCl (dichloromethane). Conditions: time 2 minute. Product: FC1=CC=C(C=C1)NC(=O)C=1C=NC(=NC1)S(=O)C (2-Methanesulfinylpyrimidine-5-carboxylic acid (4-fluorophenyl)amide). Yield: 73.4%. RXN SMILES: [F:1][C:2]1[CH:7]=[CH:6][C:5]([NH:8][C:9]([C:11]2[CH:12]=[N:13][C:14]([S:17][CH3:18])=[N:15][CH:16]=2)=[O:10])=[CH:4][CH:3]=1.C1C=C(Cl)C=C(C(OO)=[O:27])C=1>ClCCl.ClCCl.CCCCCC>[F:1][C:2]1[CH:7]=[CH:6][C:5]([NH:8][C:9]([C:11]2[CH:12]=[N:13][C:14]([S:17]([CH3:18])=[O:27])=[N:15][CH:16]=2)=[O:10])=[CH:4][CH:3]=1 |f:3.4|. Procedure: To a solution of 2-methylsulfanylpyrimidine-5-carboxylic acid (4-fluorophenyl)amide (2.00 g, 7.60 mmol) in dichloromethane (76 mL) was added m-CPBA (67%, 2.02 g, 7.84 mmol) in one portion. Solid precipitate appeared within 2 min, and after 10 min the solution was diluted with 2/1 dichloromethane/hexane (60 mL). The solids were collected by filtration and washed with 50% dichloromethane/hexane to afford, after drying, 1.558 g (73% yield) of the titled sulfoxide. A second crop was obtained by conc...